From a dataset of the Open Reaction Database (ORD), a public repository of structured organic reaction records. describe an organic reaction: reactants, conditions, products, and yield Yields the product N1=CC=C(C=C1)OC1=NN=C2N1C=C(C=C2)C2=CC=C(C=C2)OC(F)(F)F (3-(pyridin-4-yloxy)-6-(4-(trifluoromethoxy)phenyl)-[1,2,4]triazolo[4,3-a]pyridine). The solvent is CC(=O)N(C)C (DMA). Reported procedure: In a 15 mL round-bottom flask 3-chloro-6-(4-(trifluoromethoxy)phenyl)-[1,2,4]triazolo[4,3-a]pyridine (100 mg), 4-hydroxypyridine (60 mg), and potassium carbonate (88 mg) were suspended in DMA (3 mL). The reaction mixture stirred at 150° C. for 6 h, concentrated, the residue subjected to gradient chromatography (MeOH/dichloromethane) to produce 3-(pyridin-4-yloxy)-6-(4-(trifluoromethoxy)phenyl)-[1,2,4]triazolo[4,3-a]pyridine as amber oil (28 mg, 24%). Yield: 23.6%. Reactants: ClC1=NN=C2N1C=C(C=C2)C2=CC=C(C=C2)OC(F)(F)F (3-chloro-6-(4-(trifluoromethoxy)phenyl)-[1,2,4]triazolo[4,3-a]pyridine), OC1=CC=NC=C1 (4-hydroxypyridine), C([O-])([O-])=O.[K+].[K+] (potassium carbonate). RXN SMILES: Cl[C:2]1[N:6]2[CH:7]=[C:8]([C:11]3[CH:16]=[CH:15][C:14]([O:17][C:18]([F:21])([F:20])[F:19])=[CH:13][CH:12]=3)[CH:9]=[CH:10][C:5]2=[N:4][N:3]=1.[OH:22][C:23]1[CH:28]=[CH:27][N:26]=[CH:25][CH:24]=1.C(=O)([O-])[O-].[K+].[K+]>CC(N(C)C)=O>[N:26]1[CH:27]=[CH:28][C:23]([O:22][C:2]2[N:6]3[CH:7]=[C:8]([C:11]4[CH:16]=[CH:15][C:14]([O:17][C:18]([F:21])([F:20])[F:19])=[CH:13][CH:12]=4)[CH:9]=[CH:10][C:5]3=[N:4][N:3]=2)=[CH:24][CH:25]=1 |f:2.3.4|. Conditions: temperature 150 celsius, time 6 hour. Procedure details: (±)-Phenylmethyl-[1-(acetyloxymethyl)-2-oxo-2-(1H-pyrrol-1-ylamino)ethyl]carbamate (4.18 g) was dissolved in 100 ml of methanol and 5% Pd/C (450 mg) was added. The solution was hydrogenated at atmospheric pressure and room temperature until absorption of 90% of the theoretical amount of hydrogen. The catalyst was removed by filtration and the filtrate was evaporated to dryness. The residue was purified by flash column chromatography (silica gel, ethyl acetate/methanol, 19:1) and the desired frac... Run in CO (methanol). The product is C(C)(=O)OCC(C(=O)NN1C=CC=C1)N ((±)-3-(Acetyloxy)-2-amino-N-1H-pyrrol-1-ylpropanamide). As a reaction SMILES: C1(COC(=O)[NH:10][CH:11]([CH2:20][O:21][C:22](=[O:24])[CH3:23])[C:12](=[O:19])[NH:13][N:14]2[CH:18]=[CH:17][CH:16]=[CH:15]2)C=CC=CC=1>CO.[Pd]>[C:22]([O:21][CH2:20][CH:11]([NH2:10])[C:12]([NH:13][N:14]1[CH:18]=[CH:17][CH:16]=[CH:15]1)=[O:19])(=[O:24])[CH3:23]. The reagents and catalysts are [Pd] (Pd/C). Yield: 48.5%. Starting materials: C1(=CC=CC=C1)COC(NC(C(NN1C=CC=C1)=O)COC(C)=O)=O ((±)-Phenylmethyl-[1-(acetyloxymethyl)-2-oxo-2-(1H-pyrrol-1-ylamino)ethyl]carbamate).